This data is from the Open Reaction Database (ORD), a public repository of structured organic reaction records. The task is: describe an organic reaction: reactants, conditions, products, and yield Starting materials: CCCCCCCCCCCCCCCCCCN(CCCO)CCCCCCCCCCCCCCCCCC, CS(=O)(=O)Cl, ClC(Cl)Cl, NCCO. Product: CCCCCCCCCCCCCCCCCCN(CCCCCCCCCCCCCCCCCC)CCCNCCO. Reaction SMILES: [CH2:1]([CH2:2][CH2:3][CH2:4][CH2:5][CH2:6][CH2:7][CH2:8][CH2:9][CH2:10][CH2:11][CH2:12][CH2:13][CH2:14][CH2:15][CH2:16][CH2:17][CH3:18])[N:19]([CH2:20][CH2:21][CH2:22][OH:23])[CH2:24][CH2:25][CH2:26][CH2:27][CH2:28][CH2:29][CH2:30][CH2:31][CH2:32][CH2:33][CH2:34][CH2:35][CH2:36][CH2:37][CH2:38][CH2:39][CH2:40][CH3:41].[CH3:42][S:43](=[O:44])(=[O:45])[Cl:46].[CH:51]([Cl:52])([Cl:53])[Cl:54].[NH2:47][CH2:48][CH2:49][OH:50]>>[CH2:1]([CH2:2][CH2:3][CH2:4][CH2:5][CH2:6][CH2:7][CH2:8][CH2:9][CH2:10][CH2:11][CH2:12][CH2:13][CH2:14][CH2:15][CH2:16][CH2:17][CH3:18])[N:19]([CH2:20][CH2:21][CH2:22][NH:47][CH2:48][CH2:49][OH:50])[CH2:24][CH2:25][CH2:26][CH2:27][CH2:28][CH2:29][CH2:30][CH2:31][CH2:32][CH2:33][CH2:34][CH2:35][CH2:36][CH2:37][CH2:38][CH2:39][CH2:40][CH3:41]. Starting materials: CC(C)(C)OC(=O)CNC(C)(CO)C(=O)OC(C)(C)C, COc1ccc(C(NC(C)(CO)C(=O)OC(C)(C)C)c2ccc(OC)cc2)cc1, O=C([O-])[O-], [Na+], [Na+], Cc1ccc(S(=O)(=O)O)cc1. Product: CNC(C)(CO)C(=O)OC(C)(C)C. As a reaction SMILES: [C:1]([CH3:2])([CH3:3])([CH3:4])[O:5][C:6]([C:7]([CH2:8][OH:9])([CH3:10])[NH:11][CH2:12][C:13]([O:14][C:15]([CH3:16])([CH3:17])[CH3:18])=[O:19])=[O:20].[C:32]([O:33][C:34](=[O:35])[C:36]([NH:37][CH:38]([c:39]1[cH:40][cH:41][c:42]([O:43][CH3:44])[cH:45][cH:46]1)[c:47]1[cH:48][cH:49][c:50]([O:51][CH3:52])[cH:53][cH:54]1)([CH3:55])[CH2:56][OH:57])([CH3:58])([CH3:59])[CH3:60].[C:61](=[O:62])([O-:63])[O-:64].[Na+:65].[Na+:66].[c:21]1([CH3:22])[cH:23][cH:24][c:25]([S:26]([OH:27])(=[O:28])=[O:29])[cH:30][cH:31]1>>[C:1]([CH3:2])([CH3:3])([CH3:4])[O:5][C:6]([C:7]([CH2:8][OH:9])([CH3:10])[NH:11][CH3:12])=[O:20]. The reactants are BrC1=CC=C2C(=NN(C2=C1)COCC[Si](C)(C)C)S(=O)(=O)C1=CC=C(C=C1)F (6-bromo-3-[(4-fluorophenyl)sulfonyl]-1-({[2-(trimethylsilyl)ethyl]oxy}methyl)-1H-indazole), BrC1=CC=C2C(=NN(C2=C1)COCC[Si](C)(C)C)S(=O)(=O)C1=CC=C(C=C1)F (6-bromo-3-[(4-fluorophenyl)sulfonyl]-1-({[2-(trimethylsilyl)ethyl]oxy}methyl)-1H-indazole), C1(CC1)NC(C1=CC(=C(C=C1)C)B1OC(C(O1)(C)C)(C)C)=O (N-Cyclopropyl-4-methyl-3-(4,4,5,5-tetramethyl-1,3,2-dioxaborolan-2-yl)benzamide), C1(CC1)NC(C1=CC(=C(C=C1)C)B1OC(C(O1)(C)C)(C)C)=O (N-Cyclopropyl-4-methyl-3-(4,4,5,5-tetramethyl-1,3,2-dioxaborolan-2-yl)benzamide), C([O-])([O-])=O.[Na+].[Na+] (sodium carbonate). The reagents and catalysts are C=1C=CC(=CC1)[P](C=2C=CC=CC2)(C=3C=CC=CC3)[Pd]([P](C=4C=CC=CC4)(C=5C=CC=CC5)C=6C=CC=CC6)([P](C=7C=CC=CC7)(C=8C=CC=CC8)C=9C=CC=CC9)[P](C=1C=CC=CC1)(C=1C=CC=CC1)C=1C=CC=CC1 (tetrakis(triphenylphosphine)palladium(0)). Solvent: COCCOC (1,2-dimethoxyethane). Yields the product C1(CC1)NC(C1=CC(=C(C=C1)C)C1=CC=C2C(=NN(C2=C1)COCC[Si](C)(C)C)S(=O)(=O)C1=CC=C(C=C1)F)=O (N-Cyclopropyl-3-[3-[(4-fluorophenyl)sulfonyl]-1-({[2-(trimethylsilyl)ethyl]oxy}methyl)-1H-indazol-6-yl]-4-methylbenzamide). The yield is 69.8%. Reaction SMILES: Br[C:2]1[CH:10]=[C:9]2[C:5]([C:6]([S:19]([C:22]3[CH:27]=[CH:26][C:25]([F:28])=[CH:24][CH:23]=3)(=[O:21])=[O:20])=[N:7][N:8]2[CH2:11][O:12][CH2:13][CH2:14][Si:15]([CH3:18])([CH3:17])[CH3:16])=[CH:4][CH:3]=1.[CH:29]1([NH:32][C:33](=[O:50])[C:34]2[CH:39]=[CH:38][C:37]([CH3:40])=[C:36](B3OC(C)(C)C(C)(C)O3)[CH:35]=2)[CH2:31][CH2:30]1.C(=O)([O-])[O-].[Na+].[Na+]>COCCOC.C1C=CC([P]([Pd]([P](C2C=CC=CC=2)(C2C=CC=CC=2)C2C=CC=CC=2)([P](C2C=CC=CC=2)(C2C=CC=CC=2)C2C=CC=CC=2)[P](C2C=CC=CC=2)(C2C=CC=CC=2)C2C=CC=CC=2)(C2C=CC=CC=2)C2C=CC=CC=2)=CC=1>[CH:29]1([NH:32][C:33](=[O:50])[C:34]2[CH:39]=[CH:38][C:37]([CH3:40])=[C:36]([C:2]3[CH:10]=[C:9]4[C:5]([C:6]([S:19]([C:22]5[CH:27]=[CH:26][C:25]([F:28])=[CH:24][CH:23]=5)(=[O:21])=[O:20])=[N:7][N:8]4[CH2:11][O:12][CH2:13][CH2:14][Si:15]([CH3:18])([CH3:16])[CH3:17])=[CH:4][CH:3]=3)[CH:35]=2)[CH2:30][CH2:31]1 |f:2.3.4,^1:66,68,87,106|. Procedure details: A mixture of 6-bromo-3-[(4-fluorophenyl)sulfonyl]-1-({[2-(trimethylsilyl)ethyl]oxy}methyl)-1H-indazole (Intermediate 70) (0.06 g) N-cyclopropyl-4-methyl-3-(4,4,5,5-tetramethyl-1,3,2-dioxaborolan-2-yl)benzamide (Intermediate 5) (0.04 g) aqueous sodium carbonate (1M, 0.66 ml) and tetrakis(triphenylphosphine)palladium(0) (0.015 g) in 1,2-dimethoxyethane (4 ml) was stirred at reflux under nitrogen for 18 h. The mixture was concentrated under vacuum and the residue was purified on a Varian Bond-Elut ... Starting materials: NC=1C=NC=CC1 (3-aminopyridine), C(C)S(=O)(=O)Cl (ethanesulfonyl chloride). Solvent: ClCCl (dichloromethane). The product is C(C)S(=O)(=O)N1CC(=CC=C1)N (N-(ethanesulfonyl)-3-aminopyridine). As a reaction SMILES: [NH2:1][C:2]1[CH:3]=[N:4][CH:5]=[CH:6][CH:7]=1.[CH2:8]([S:10](Cl)(=[O:12])=[O:11])[CH3:9]>ClCCl>[CH2:8]([S:10]([N:4]1[CH:5]=[CH:6][CH:7]=[C:2]([NH2:1])[CH2:3]1)(=[O:12])=[O:11])[CH3:9]. Reported procedure: A solution of 3-aminopyridine (2.15 g, 22.84 mmol) and ethanesulfonyl chloride (2.18 ml, 22.84 mmol) in dichloromethane (150 ml) was stirred for 20 h at room temperature. The mixture was washed with 30 ml saturated sodium bicarbonate solution and extracted with 15% isopropanol/dichloromethane. The organics were combined, dried over sodium sulfate, filtered, and concentrated in vacuo to give N-(ethanesulfonyl)-3-aminopyridine (2.15 g, as a crude solid. The solid was dissolved in N,N-dimethylforma... Starting materials: C(C)(C)(C)C=1N=C(C2=C(N1)N(N=N2)CC2=C(C=CC=C2)Cl)N2CCOCC2 (5-tert-Butyl-3-(2-chloro-benzyl)-7-morpholin-4-yl-3H-[1,2,3]triazolo[4,5-d]pyrimidine), C(C)(C)(C)C=1N=C(C2=C(N1)N(N=N2)CC2=C(C=CC=C2)Cl)Cl (5-tert-butyl-7-chloro-3-(2-chlorobenzyl)-3H-[1,2,3]triazolo[4,5-d]pyrimidine), Cl.F[C@@H]1CNCC1 ((S)-3-fluoropyrrolidine hydrochloride). Product: C(C)(C)(C)C=1N=C(C2=C(N1)N(N=N2)CC2=C(C=CC=C2)Cl)N2C[C@H](CC2)F (5-tert-Butyl-3-(2-chloro-benzyl)-7-((S)-3-fluoro-pyrrolidin-1-yl)-3H-[1,2,3]triazolo[4,5-d]pyrimidine), solid. Isolated yield 90.0%. As a reaction SMILES: [C:1]([C:5]1[N:6]=[C:7]([N:22]2[CH2:27][CH2:26]O[CH2:24][CH2:23]2)[C:8]2[N:13]=[N:12][N:11]([CH2:14][C:15]3[CH:20]=[CH:19][CH:18]=[CH:17][C:16]=3[Cl:21])[C:9]=2[N:10]=1)([CH3:4])([CH3:3])[CH3:2].C(C1N=C(Cl)C2N=NN(CC3C=CC=CC=3Cl)C=2N=1)(C)(C)C.Cl.[F:51][C@H]1CCNC1>>[C:1]([C:5]1[N:6]=[C:7]([N:22]2[CH2:27][CH2:26][C@H:24]([F:51])[CH2:23]2)[C:8]2[N:13]=[N:12][N:11]([CH2:14][C:15]3[CH:20]=[CH:19][CH:18]=[CH:17][C:16]=3[Cl:21])[C:9]=2[N:10]=1)([CH3:4])([CH3:3])[CH3:2] |f:2.3|. Procedure details: In analogy to the procedure described for the synthesis of 5-tert-butyl-3-(2-chloro-benzyl)-7-morpholin-4-yl-3H-[1,2,3]triazolo[4,5-d]pyrimidine (example 1, step c), the title compound was prepared from 5-tert-butyl-7-chloro-3-(2-chlorobenzyl)-3H-[1,2,3]triazolo[4,5-d]pyrimidine and (S)-3-fluoropyrrolidine hydrochloride and isolated as light-yellow solid (16.5 mg, 90%). MS (m/e): 389.4 (MH+). The reactants are O=C1CNCC=2C=C(C=C3C=CN1C23)C=2C=C(C=O)C=CC2 (3-(1-oxo-1,2,3,4-tetrahydro-[1,4]diazepino[6,7,1-hi]indol-6-yl)-benzaldehyde), CNC (dimethylamine), C20H21N3O. Run in O (H2O). Yields the product CN(C)CC=1C=C(C=CC1)C=1C=C2C=CN3C2=C(C1)CNCC3=O (6-(3-Dimethylaminomethyl-phenyl)-3,4-dihydro-2H-[1,4]diazepino[6,7,1-hi]indol-1-one). The yield is 87.0%. As a reaction SMILES: [O:1]=[C:2]1[N:13]2[C:14]3[C:10]([CH:11]=[CH:12]2)=[CH:9][C:8]([C:15]2[CH:16]=[C:17]([CH:20]=[CH:21][CH:22]=2)[CH:18]=O)=[CH:7][C:6]=3[CH2:5][NH:4][CH2:3]1.[CH3:23][NH:24][CH3:25]>O>[CH3:23][N:24]([CH2:18][C:17]1[CH:16]=[C:15]([C:8]2[CH:9]=[C:10]3[C:14]4=[C:6]([CH2:5][NH:4][CH2:3][C:2](=[O:1])[N:13]4[CH:12]=[CH:11]3)[CH:7]=2)[CH:22]=[CH:21][CH:20]=1)[CH3:25]. Reported procedure: Using the reductive amination procedure described in Example 82, the title compound was synthesized from 3-(1-oxo-1,2,3,4-tetrahydro-[1,4]diazepino[6,7,1-hi]indol-6-yl)-benzaldehyde and dimethylamine in 87% yield as a white solid: mp 98-100° C.; 1H NMR (DMSO-d6) δ 2.18 (s, 6H), 3.47 (br s, 4H), 4.30-4.32 (m, 2H), 6.70 (s, 1H), 7.17 (t, 1H, J=6.0 Hz), 7.35-7.37 (m, 1H), 7.43-7.50 (m, 3H), 7.78 (d, 1H, J=6.0 Hz), 7.81 (d, 1H, J=6.0 Hz), 8.38 (t, 1H, J=6.0 Hz). HRMS calcd. for C20H21N3O 319.1685 (M...